This data is from the Open Reaction Database (ORD), a public repository of structured organic reaction records. The task is: describe an organic reaction: reactants, conditions, products, and yield The reactants are S(=S)(=O)([O-])[O-].[Na+].[Na+] (sodium thiosulfate), C(C)(C)(C)OC(=O)N1CCN(CC1)C1=C(C=CC=C1)C1CC(CC(C1)(C)C)(C)C (4-[2-(3,3,5,5-tetramethylcyclohexyl)phenyl]piperazine-1-carboxylic acid t-butyl ester), C(C)(=O)[O-].[Na+] (sodium acetate), BrBr (bromine). Reaction SMILES: [C:1]([O:5][C:6]([N:8]1[CH2:13][CH2:12][N:11]([C:14]2[CH:19]=[CH:18][CH:17]=[CH:16][C:15]=2[CH:20]2[CH2:25][C:24]([CH3:27])([CH3:26])[CH2:23][C:22]([CH3:29])([CH3:28])[CH2:21]2)[CH2:10][CH2:9]1)=[O:7])([CH3:4])([CH3:3])[CH3:2].C([O-])(=O)C.[Na+].[Br:35]Br.S([O-])([O-])(=O)=S.[Na+].[Na+]>C(OCC)(=O)C.O.CO>[C:1]([O:5][C:6]([N:8]1[CH2:9][CH2:10][N:11]([C:14]2[CH:19]=[CH:18][C:17]([Br:35])=[CH:16][C:15]=2[CH:20]2[CH2:25][C:24]([CH3:27])([CH3:26])[CH2:23][C:22]([CH3:29])([CH3:28])[CH2:21]2)[CH2:12][CH2:13]1)=[O:7])([CH3:4])([CH3:2])[CH3:3] |f:1.2,4.5.6|. Reaction conditions: time 20 minute. Isolated yield 77.1%. Run in O (water), C(C)(=O)OCC (ethyl acetate), C(C)(=O)OCC (ethyl acetate), CO (methanol). Procedure: To a mixture of 4-[2-(3,3,5,5-tetramethylcyclohexyl)phenyl]piperazine-1-carboxylic acid t-butyl ester (2.93 g, 7.31 mmol) produced in Example (8a), sodium acetate (6 g, 73.14 mmol) and methanol (50 mL) was added bromine (0.37 mL, 7.22 mmol), followed by stirring for 20 minutes at room temperature under a nitrogen atmosphere. Saturated aqueous solution of sodium thiosulfate, ethyl acetate and water were added to the reaction mixture and extraction was performed with ethyl acetate. The separated o... The product is C(C)(C)(C)OC(=O)N1CCN(CC1)C1=C(C=C(C=C1)Br)C1CC(CC(C1)(C)C)(C)C (4-[4-Bromo-2-(3,3,5,5-tetramethylcyclohexyl)phenyl]piperazine-1-carboxylic acid t-butyl ester). Reactants: CC(C)(C)NS(=O)(=O)c1ccc(-c2cccc(-c3nc(-c4ccc(C(F)(F)F)cc4F)cc(C(F)(F)F)n3)c2)s1, ClCCl, O=C(O)C(F)(F)F. Product: NS(=O)(=O)c1ccc(-c2cccc(-c3nc(-c4ccc(C(F)(F)F)cc4F)cc(C(F)(F)F)n3)c2)s1. Reaction SMILES: [C:1]([CH3:2])([CH3:3])([CH3:4])[NH:5][S:6](=[O:7])(=[O:8])[c:9]1[s:10][c:11](-[c:14]2[cH:15][c:16](-[c:20]3[n:21][c:22](-[c:30]4[c:31]([F:40])[cH:32][c:33]([C:36]([F:37])([F:38])[F:39])[cH:34][cH:35]4)[cH:23][c:24]([C:26]([F:27])([F:28])[F:29])[n:25]3)[cH:17][cH:18][cH:19]2)[cH:12][cH:13]1.[Cl:48][CH2:49][Cl:50].[F:41][C:42]([F:43])([F:44])[C:45]([OH:46])=[O:47]>>[NH2:5][S:6](=[O:7])(=[O:8])[c:9]1[s:10][c:11](-[c:14]2[cH:15][c:16](-[c:20]3[n:21][c:22](-[c:30]4[c:31]([F:40])[cH:32][c:33]([C:36]([F:37])([F:38])[F:39])[cH:34][cH:35]4)[cH:23][c:24]([C:26]([F:27])([F:28])[F:29])[n:25]3)[cH:17][cH:18][cH:19]2)[cH:12][cH:13]1.